This data is from the Open Reaction Database (ORD), a public repository of structured organic reaction records. The task is: describe an organic reaction: reactants, conditions, products, and yield Starting materials: O=C([O-])[O-], CCOC(C)=O, CN(C)C=O, CC(C)(C)OC(=O)NC(CCl)Cc1ccc(OC2CCN(C(=O)OCc3ccccc3)CC2)cc1, [K+], [K+], N#Cc1ccc(I)c(O)c1. Product: CC(C)(C)OC(=O)NC(COc1cc(C#N)ccc1I)Cc1ccc(OC2CCN(C(=O)OCc3ccccc3)CC2)cc1. RXN SMILES: [C:46](=[O:47])([O-:48])[O-:49].[CH3:52][CH2:53][O:54][C:55](=[O:56])[CH3:57].[CH3:58][N:59]([CH3:60])[CH:61]=[O:62].[Cl:1][CH2:2][CH:3]([CH2:4][c:5]1[cH:6][cH:7][c:8]([O:9][CH:10]2[CH2:11][CH2:12][N:13]([C:16](=[O:17])[O:18][CH2:19][c:20]3[cH:21][cH:22][cH:23][cH:24][cH:25]3)[CH2:14][CH2:15]2)[cH:26][cH:27]1)[NH:28][C:29](=[O:30])[O:31][C:32]([CH3:33])([CH3:34])[CH3:35].[K+:50].[K+:51].[OH:36][c:37]1[cH:38][c:39]([C:40]#[N:41])[cH:42][cH:43][c:44]1[I:45]>>[CH2:2]([CH:3]([CH2:4][c:5]1[cH:6][cH:7][c:8]([O:9][CH:10]2[CH2:11][CH2:12][N:13]([C:16](=[O:17])[O:18][CH2:19][c:20]3[cH:21][cH:22][cH:23][cH:24][cH:25]3)[CH2:14][CH2:15]2)[cH:26][cH:27]1)[NH:28][C:29](=[O:30])[O:31][C:32]([CH3:33])([CH3:34])[CH3:35])[O:36][c:37]1[cH:38][c:39]([C:40]#[N:41])[cH:42][cH:43][c:44]1[I:45].